Dataset: the Open Reaction Database (ORD), a public repository of structured organic reaction records. Task: describe an organic reaction: reactants, conditions, products, and yield Starting materials: CC1(c2cccc(Br)c2)COCC(=O)N1, CNC1CCCCC1NC, [I-], [Na+], C1COCCO1. Product: CC1(c2cccc(I)c2)COCC(=O)N1. As a reaction SMILES: [Br:1][c:2]1[cH:3][c:4]([C:8]2([CH3:15])[NH:9][C:10](=[O:14])[CH2:11][O:12][CH2:13]2)[cH:5][cH:6][cH:7]1.[CH3:16][NH:17][CH:18]1[CH2:19][CH2:20][CH2:21][CH2:22][CH:23]1[NH:24][CH3:25].[I-:27].[Na+:26].[O:28]1[CH2:29][CH2:30][O:31][CH2:32][CH2:33]1>>[c:2]1([I:27])[cH:3][c:4]([C:8]2([CH3:15])[NH:9][C:10](=[O:14])[CH2:11][O:12][CH2:13]2)[cH:5][cH:6][cH:7]1. The reactants are ClC1=NC=C(C(=O)N[C@H]2[C@@H](CCCC2)O)C=C1C1=CC=C(C=C1)Cl (6-chloro-5-(4-chloro-phenyl)-N-((1R,2R)-2-hydroxy-cyclohexyl)-nicotinamide), C(#C)C1CC1 (ethynylcyclopropane). The product is ClC1=CC=C(C=C1)C=1C(=NC=C(C(=O)N[C@H]2[C@@H](CCCC2)O)C1)C#CC1CC1 (5-(4-Chloro-phenyl)-6-cyclopropylethynyl-N-((1R,2R)-2-hydroxy-cyclohexyl)-nicotinamide), product. As a reaction SMILES: Cl[C:2]1[C:17]([C:18]2[CH:23]=[CH:22][C:21]([Cl:24])=[CH:20][CH:19]=2)=[CH:16][C:5]([C:6]([NH:8][C@@H:9]2[CH2:14][CH2:13][CH2:12][CH2:11][C@H:10]2[OH:15])=[O:7])=[CH:4][N:3]=1.[C:25]([CH:27]1[CH2:29][CH2:28]1)#[CH:26]>>[Cl:24][C:21]1[CH:22]=[CH:23][C:18]([C:17]2[C:2]([C:26]#[C:25][CH:27]3[CH2:29][CH2:28]3)=[N:3][CH:4]=[C:5]([CH:16]=2)[C:6]([NH:8][C@@H:9]2[CH2:14][CH2:13][CH2:12][CH2:11][C@H:10]2[OH:15])=[O:7])=[CH:19][CH:20]=1. Procedure details: The title compound was synthesized in analogy to Example 112, using 6-chloro-5-(4-chloro-phenyl)-N-((1R,2R)-2-hydroxy-cyclohexyl)-nicotinamide and ethynylcyclopropane as starting materials to yield the product as an off-white solid, MS (ISP) 395.3, 397.2 (M+H)+.